From a dataset of the Open Reaction Database (ORD), a public repository of structured organic reaction records. describe an organic reaction: reactants, conditions, products, and yield Starting materials: CC(NC(=O)OC(C)(C)C)C(=O)NCc1ccc(-n2nc(C(F)(F)F)cc2C(=O)O)s1, COc1ccccc1CN, O=P(Cl)(Cl)Cl, c1ccncc1. Product: COc1ccccc1CNC(=O)c1cc(C(F)(F)F)nn1-c1ccc(CNC(=O)C(C)NC(=O)OC(C)(C)C)s1. Reaction SMILES: [C:1]([CH3:2])([CH3:3])([CH3:4])[O:5][C:6](=[O:7])[NH:8][CH:9]([C:10](=[O:11])[NH:12][CH2:13][c:14]1[cH:15][cH:16][c:17](-[n:19]2[n:20][c:21]([C:27]([F:28])([F:29])[F:30])[cH:22][c:23]2[C:24](=[O:25])[OH:26])[s:18]1)[CH3:31].[CH3:32][O:33][c:34]1[c:35]([CH2:36][NH2:37])[cH:38][cH:39][cH:40][cH:41]1.[P:42]([Cl:43])([Cl:44])([Cl:45])=[O:46].[cH:47]1[cH:48][cH:49][n:50][cH:51][cH:52]1>>[C:1]([CH3:2])([CH3:3])([CH3:4])[O:5][C:6](=[O:7])[NH:8][CH:9]([C:10](=[O:11])[NH:12][CH2:13][c:14]1[cH:15][cH:16][c:17](-[n:19]2[n:20][c:21]([C:27]([F:28])([F:29])[F:30])[cH:22][c:23]2[C:24](=[O:25])[NH:37][CH2:36][c:35]2[c:34]([O:33][CH3:32])[cH:41][cH:40][cH:39][cH:38]2)[s:18]1)[CH3:31]. Reactants: [H-], [H][H], CI, [Na+], CN(C)C=O, O=C1Nc2ccccc2C1=Cc1c[nH]c2ncccc12. The product is Cn1cc(C=C2C(=O)Nc3ccccc32)c2cccnc21. As a reaction SMILES: [H-:1].[H:23][H:24].[I:25][CH3:26].[Na+:2].[O:27]=[CH:28][N:29]([CH3:30])[CH3:31].[nH:3]1[cH:4][c:5]([CH:12]=[C:13]2[C:14](=[O:22])[NH:15][c:16]3[cH:17][cH:18][cH:19][cH:20][c:21]32)[c:6]2[cH:7][cH:8][cH:9][n:10][c:11]12>>[n:3]1([CH3:26])[cH:4][c:5]([CH:12]=[C:13]2[C:14](=[O:22])[NH:15][c:16]3[cH:17][cH:18][cH:19][cH:20][c:21]32)[c:6]2[cH:7][cH:8][cH:9][n:10][c:11]12. The reactants are N(N)C1=NC=CC=C1 (2-hydrazinopyridine), O1CCN(CC1)C1=CC(C(C=C1N1CCOCC1)=O)=O (4,5-di-morpholino-1,2-benzoquinone). Solvent: C(C)(=O)O (acetic acid). Run at time 8 hour. Product: O1CCN(CC1)C1=CC(=C(C=C1N1CCOCC1)O)N=NC1=NC=CC=C1 (4,5-Dimorpholino-2-(2-pyridylazo)phenol). Reaction SMILES: [NH:1]([C:3]1[CH:8]=[CH:7][CH:6]=[CH:5][N:4]=1)[NH2:2].[O:9]1[CH2:14][CH2:13][N:12]([C:15]2[C:20]([N:21]3[CH2:26][CH2:25][O:24][CH2:23][CH2:22]3)=[CH:19][C:18](=O)[C:17](=[O:28])[CH:16]=2)[CH2:11][CH2:10]1>C(O)(=O)C>[O:24]1[CH2:25][CH2:26][N:21]([C:20]2[C:15]([N:12]3[CH2:11][CH2:10][O:9][CH2:14][CH2:13]3)=[CH:16][C:17]([OH:28])=[C:18]([N:2]=[N:1][C:3]3[CH:8]=[CH:7][CH:6]=[CH:5][N:4]=3)[CH:19]=2)[CH2:22][CH2:23]1. Procedure details: To 60 ml acetic acid were added in order 1.48 g (14 mmol) 2-hydrazinopyridine and 3.8 g (14 mmol) freshly prepared 4,5-di-morpholino-1,2-benzoquinone [Brackman and Havinga, Rec. trav. chim Pays-bas 74, 937 (1955)] at room temperature. The mixture was stirred overnight and the solvent taken off of a rotary evaporator. After dilution with water, the solid residue was filtered off, washed with water and air dried. The product was extracted twice with hot acetonitrile leaving 1.97 g product. The ext...